From a dataset of the Open Reaction Database (ORD), a public repository of structured organic reaction records. describe an organic reaction: reactants, conditions, products, and yield Reactants: COC1=CC(=C(C(=C1)C)S(=O)(=O)N(C)CC1=NSC(=N1)C(=O)O)C (3-({[(4-methoxy-2,6-dimethylphenyl)sulfonyl](methyl)amino}methyl)-1,2,4-thiadiazole-5-carboxylic acid), C=1C=CC2=C(C1)N=NN2O (HOBt), CCN(C(C)C)C(C)C (DIPEA), 2-[4-(4,5-dihydro-1H-imidazol-2-yl)phenyl]ethanamine bis-trifluoroacetate, CCN=C=NCCCN(C)C (EDCI). Run in CN(C)C=O (DMF). Conditions: time 42 hour. Yields the product N1C(=NCC1)C1=CC=C(C=C1)CCNC(=O)C1=NC(=NS1)CN(C)S(=O)(=O)C1=C(C=C(C=C1C)OC)C (N-{2-[4-(4,5-dihydro-1H-imidazol-2-yl)phenyl]ethyl}-3-({[(4-methoxy-2,6-dimethylphenyl)sulfonyl](methyl)amino}methyl)-1,2,4-thiadiazole-5-carboxamide). As a reaction SMILES: [CH3:1][O:2][C:3]1[CH:8]=[C:7]([CH3:9])[C:6]([S:10]([N:13]([CH2:15][C:16]2[N:20]=[C:19]([C:21]([OH:23])=O)[S:18][N:17]=2)[CH3:14])(=[O:12])=[O:11])=[C:5]([CH3:24])[CH:4]=1.CC[N:27]=[C:28]=[N:29][CH2:30][CH2:31]CN(C)C.[CH:36]1[CH:37]=[CH:38][C:39]2N(O)N=N[C:40]=2[CH:41]=1.[CH3:46][CH2:47][N:48](C(C)C)C(C)C>CN(C=O)C>[NH:29]1[CH2:30][CH2:31][N:27]=[C:28]1[C:36]1[CH:37]=[CH:38][C:39]([CH2:46][CH2:47][NH:48][C:21]([C:19]2[S:18][N:17]=[C:16]([CH2:15][N:13]([S:10]([C:6]3[C:7]([CH3:9])=[CH:8][C:3]([O:2][CH3:1])=[CH:4][C:5]=3[CH3:24])(=[O:11])=[O:12])[CH3:14])[N:20]=2)=[O:23])=[CH:40][CH:41]=1. Reported procedure: The title compound was prepared according to General Procedure AC using 3-({[(4-methoxy-2,6-dimethylphenyl)sulfonyl](methyl)amino}methyl)-1,2,4-thiadiazole-5-carboxylic acid (120 mg, 0.32 mmol), 2-[4-(4,5-dihydro-1H-imidazol-2-yl)phenyl]ethanamine bis-trifluoroacetate (133 mg, 0.32 mmol), EDCI, (76.8 mg, 0.4 mmol), HOBt (54.4 mg, 0.4 mmol) and DIPEA (0.097 mL, 0.96 mmol) in DMF (5 mL). After stirring at ambient temperature for 42 h the reaction was concentrated and the crude product was purified... The reactants are C(C)(C)(C)OC(=O)NC1(CCC1)C1=CC=C(C=C1)C=1C(=CC2=C(OCC(N2CC(=O)OCC)=O)N1)C1=CC=CC=C1 (Ethyl 2-(6-(4-(1-(tert-butoxycarbonylamino)cyclobutyl)phenyl)-2-oxo-7-phenyl-2,3-dihydro-1H-pyrido[2,3-b][1,4]oxazin-1-yl)acetate). Solvent: C(=O)(C(F)(F)F)O (TFA). Run at time 30 second. Product: NC1(CCC1)C1=CC=C(C=C1)C=1C(=CC2=C(OCC(N2CC(=O)OCC)=O)N1)C1=CC=CC=C1 (ethyl 2-(6-(4-(1-aminocyclobutyl)phenyl)-2-oxo-7-phenyl-2,3-dihydro-1H-pyrido[2,3-b][1,4]oxazin-1-yl)acetate). The yield is 123.3%. As a reaction SMILES: C(OC([NH:8][C:9]1([C:13]2[CH:18]=[CH:17][C:16]([C:19]3[C:20]([C:36]4[CH:41]=[CH:40][CH:39]=[CH:38][CH:37]=4)=[CH:21][C:22]4[N:27]([CH2:28][C:29]([O:31][CH2:32][CH3:33])=[O:30])[C:26](=[O:34])[CH2:25][O:24][C:23]=4[N:35]=3)=[CH:15][CH:14]=2)[CH2:12][CH2:11][CH2:10]1)=O)(C)(C)C>C(O)(C(F)(F)F)=O>[NH2:8][C:9]1([C:13]2[CH:14]=[CH:15][C:16]([C:19]3[C:20]([C:36]4[CH:37]=[CH:38][CH:39]=[CH:40][CH:41]=4)=[CH:21][C:22]4[N:27]([CH2:28][C:29]([O:31][CH2:32][CH3:33])=[O:30])[C:26](=[O:34])[CH2:25][O:24][C:23]=4[N:35]=3)=[CH:17][CH:18]=2)[CH2:10][CH2:11][CH2:12]1. Procedure details: Ethyl 2-(6-(4-(1-(tert-butoxycarbonylamino)cyclobutyl)phenyl)-2-oxo-7-phenyl-2,3-dihydro-1H-pyrido[2,3-b][1,4]oxazin-1-yl)acetate (22 mg, 0.039 mmol) was dissolved in TFA (2 mL) and stirred for 30 seconds. The solution was immediately concentrated to dryness under reduced pressure. The residue was dissolved in diethyl ether (˜2 mL) and concentrated to dryness under reduced pressure three times. The residue was then slurried in diethyl ether (2 mL) and after settling the supernatant solvent remov... Starting materials: C1CCOC1, CCOC(=O)C(C)C1CCN(c2ncc(NC(=O)c3nnc(Nc4cc(F)c(F)cc4F)o3)cc2C)CC1, C[Si](C)(C)[O-], Cl, [K+], O. Product: Cc1cc(NC(=O)c2nnc(Nc3cc(F)c(F)cc3F)o2)cnc1N1CCC(C(C)C(=O)O)CC1. Reaction SMILES: [CH2:47]1[O:48][CH2:49][CH2:50][CH2:51]1.[CH3:1][c:2]1[c:3]([N:26]2[CH2:27][CH2:28][CH:29]([CH:32]([C:33](=[O:34])[O:35][CH2:36][CH3:37])[CH3:38])[CH2:30][CH2:31]2)[n:4][cH:5][c:6]([NH:8][C:9](=[O:10])[c:11]2[o:12][c:13]([NH:16][c:17]3[c:18]([F:25])[cH:19][c:20]([F:24])[c:21]([F:23])[cH:22]3)[n:14][n:15]2)[cH:7]1.[CH3:39][Si:40]([CH3:41])([CH3:42])[O-:43].[ClH:46].[K+:44].[OH2:45]>>[CH3:1][c:2]1[c:3]([N:26]2[CH2:27][CH2:28][CH:29]([CH:32]([C:33](=[O:34])[OH:35])[CH3:38])[CH2:30][CH2:31]2)[n:4][cH:5][c:6]([NH:8][C:9](=[O:10])[c:11]2[o:12][c:13]([NH:16][c:17]3[c:18]([F:25])[cH:19][c:20]([F:24])[c:21]([F:23])[cH:22]3)[n:14][n:15]2)[cH:7]1. Reactants: CC(=O)O (AcOH), C(C)OC1(CC1)O[Si](C)(C)C ([(1-ethoxycyclopropyl)oxy]trimethylsilane), C(#N)[BH3-].[Na+] (sodium cyanoborohydride), [OH-].[Na+] (NaOH), Cl.C(C1=CC=CC=C1)N1N=C2C=C(C=CC2=C1)C=1C=C(N2N=CN=C(C21)N)C=2N=C(SC2)C2CCNCC2 (5-(2-benzyl-2H-indazol-6-yl)-7-(2-piperidin-4-yl-1,3-thiazol-4-yl)pyrrolo[2,1-f][1,2,4]triazin-4-amine hydrochloride). Run in CO (MeOH). Run at temperature 60 celsius, time 17 hour. The product is C(C1=CC=CC=C1)N1N=C2C=C(C=CC2=C1)C=1C=C(N2N=CN=C(C21)N)C=2N=C(SC2)C2CCN(CC2)C2CC2 (5-(2-benzyl-2H-indazol-6-yl)-7-[2-(1-cyclopropylpiperidin-4-yl)-1,3-thiazol-4-yl]pyrrolo[2,1-f][1,2,4]triazin-4-amine). Yield: 20.4%. RXN SMILES: Cl.[CH2:2]([N:9]1[CH:17]=[C:16]2[C:11]([CH:12]=[C:13]([C:18]3[CH:19]=[C:20]([C:28]4[N:29]=[C:30]([CH:33]5[CH2:38][CH2:37][NH:36][CH2:35][CH2:34]5)[S:31][CH:32]=4)[N:21]4[C:26]=3[C:25]([NH2:27])=[N:24][CH:23]=[N:22]4)[CH:14]=[CH:15]2)=[N:10]1)[C:3]1[CH:8]=[CH:7][CH:6]=[CH:5][CH:4]=1.CC(O)=O.C(O[C:46]1(O[Si](C)(C)C)[CH2:48][CH2:47]1)C.C([BH3-])#N.[Na+].[OH-].[Na+]>CO>[CH2:2]([N:9]1[CH:17]=[C:16]2[C:11]([CH:12]=[C:13]([C:18]3[CH:19]=[C:20]([C:28]4[N:29]=[C:30]([CH:33]5[CH2:38][CH2:37][N:36]([CH:46]6[CH2:48][CH2:47]6)[CH2:35][CH2:34]5)[S:31][CH:32]=4)[N:21]4[C:26]=3[C:25]([NH2:27])=[N:24][CH:23]=[N:22]4)[CH:14]=[CH:15]2)=[N:10]1)[C:3]1[CH:4]=[CH:5][CH:6]=[CH:7][CH:8]=1 |f:0.1,4.5,6.7|. Reported procedure: To a solution of 5-(2-benzyl-2H-indazol-6-yl)-7-(2-piperidin-4-yl-1,3-thiazol-4-yl)pyrrolo[2,1-f][1,2,4]triazin-4-amine hydrochloride (100 mg, 0.17 mmol) in MeOH (2 mL) containing 3 Å molecular sieves was added AcOH (99 μL, 1.73 mmol), [(1-ethoxycyclopropyl)oxy]trimethylsilane (180 mg, 1.04 mmol) and sodium cyanoborohydride (49 mg, 0.78 mmol). The reaction was stirred at 60° C. for 17 h. Aqueous NaOH (1N, 5 mL) was added and the mixture was extracted with EtOAc (2×10 mL). The combined organic la... The reactants are FCCN1N=CC(=C1)I (1-(2-fluoroethyl)-4-iodo-1H-pyrazole), TEA, C(#C)C=1C=C(C=CC1)C=1C(=NC=CC1)F (3-(3-ethynylphenyl)-2-fluoropyridine). Reagents/catalysts: Cl[Pd]([P](C1=CC=CC=C1)(C2=CC=CC=C2)C3=CC=CC=C3)([P](C4=CC=CC=C4)(C5=CC=CC=C5)C6=CC=CC=C6)Cl (dichlorobis(triphenylphosphine)palladium), [Cu](I)I (copper iodide). Solvent: CN(C)C=O (DMF). Run at temperature 65 celsius. Yields the product FC1=NC=CC=C1C1=CC(=CC=C1)C#CC=1C=NN(C1)CCF (2-fluoro-3-(3-{[1-(2-fluoroethyl)-1H-pyrazol-4-yl]ethynyl}phenyl)pyridine). Isolated yield 75.6%. As a reaction SMILES: [F:1][CH2:2][CH2:3][N:4]1[CH:8]=[C:7](I)[CH:6]=[N:5]1.[C:10]([C:12]1[CH:13]=[C:14]([C:18]2[C:19]([F:24])=[N:20][CH:21]=[CH:22][CH:23]=2)[CH:15]=[CH:16][CH:17]=1)#[CH:11]>CN(C=O)C.Cl[Pd](Cl)([P](C1C=CC=CC=1)(C1C=CC=CC=1)C1C=CC=CC=1)[P](C1C=CC=CC=1)(C1C=CC=CC=1)C1C=CC=CC=1.[Cu](I)I>[F:24][C:19]1[C:18]([C:14]2[CH:15]=[CH:16][CH:17]=[C:12]([C:10]#[C:11][C:7]3[CH:6]=[N:5][N:4]([CH2:3][CH2:2][F:1])[CH:8]=3)[CH:13]=2)=[CH:23][CH:22]=[CH:21][N:20]=1 |^1:32,51|. Procedure details: To a solution of 1-(2-fluoroethyl)-4-iodo-1H-pyrazole (148 mg, 0.62 mmol) in DMF (5.0 mL) is added dichlorobis(triphenylphosphine)palladium (16 mg, 0.022 mmol), copper iodide (3 mg, 0.015 mmol), TEA (0.53 mL, 3.8 mmol) and 3-(3-ethynylphenyl)-2-fluoropyridine (150 mg, 0.76 mmol). The reaction mixture is heated at 65° C. for 3 h, cooled and quenched with H2O. The aqueous layer is extracted with EtOAc. The combined organic extracts are washed with brine, dried (MgSO4) and concentrated. The crude m... Starting materials: COC1=C2C[C@H](O[C@H](C2=CC=C1C)CNC=O)C1CCNCC1 (N-((1R,3S)-5-methoxy-6-methyl-3-(4-piperidinyl)-1-isochromanyl-methyl)formamide), BrC1=C(C=CC=C1)CC(=O)OCC (ethyl 2-bromophenylacetate), C(C)(C)N(CC)C(C)C (diisopropylethylamine). Run in C(C)#N (acetonitrile). Product: C(C)OC(C(C1=CC=CC=C1)N1CCC(CC1)[C@H]1O[C@H](C2=CC=C(C(=C2C1)O)C)CNC=O)=O ([4-((1R,3S)-1-Formylaminomethyl-5-hydroxy-6-methyl-isochroman-3-yl)-piperidin-1-yl]-phenyl-acetic acid ethyl ester). Reaction SMILES: C[O:2][C:3]1[C:12]([CH3:13])=[CH:11][CH:10]=[C:9]2[C:4]=1[CH2:5][C@@H:6]([CH:18]1[CH2:23][CH2:22][NH:21][CH2:20][CH2:19]1)[O:7][C@H:8]2[CH2:14][NH:15][CH:16]=[O:17].Br[C:25]1[CH:30]=[CH:29][CH:28]=[CH:27][C:26]=1[CH2:31][C:32]([O:34][CH2:35][CH3:36])=[O:33].C(N(C(C)C)CC)(C)C>C(#N)C>[CH2:35]([O:34][C:32](=[O:33])[CH:31]([N:21]1[CH2:20][CH2:19][CH:18]([C@@H:6]2[CH2:5][C:4]3[C:9](=[CH:10][CH:11]=[C:12]([CH3:13])[C:3]=3[OH:2])[C@H:8]([CH2:14][NH:15][CH:16]=[O:17])[O:7]2)[CH2:23][CH2:22]1)[C:26]1[CH:27]=[CH:28][CH:29]=[CH:30][CH:25]=1)[CH3:36]. Reported procedure: Stir a solution of N-((1R,3S)-5-methoxy-6-methyl-3-(4-piperidinyl)-1-isochromanyl-methyl)formamide (200 mg, 0.58 mmole), ethyl 2-bromophenylacetate (229 mg, 0.94 mmole) and diisopropylethylamine (243 mg, 1.88 mmole) in acetonitrile overnight at room temperature. Add ethyl acetate and water (2 mL each), then separate the organic phase and dry over Na2SO4. Purify the crude product on a 4 g silica gel column (eluting with ethyl acetate:heptane 3:1). Collect the appropriate fractions and concentrate... The reactants are C(C)(C)(C)C1=CC=C(C=C1)C1=CC=C(C=C1)[N+](=O)[O-] (4′-tert-Butyl-4-nitro-biphenyl). Reagents/catalysts: [Pd] (palladium). The solvent is C(C)O (ethanol). Reaction conditions: time 4 hour. Product: C(C)(C)(C)C1=CC=C(C=C1)C1=CC=C(C=C1)N (4′-tert-Butyl-biphenyl-4-ylamine). The yield is 100.7%. RXN SMILES: [C:1]([C:5]1[CH:10]=[CH:9][C:8]([C:11]2[CH:16]=[CH:15][C:14]([N+:17]([O-])=O)=[CH:13][CH:12]=2)=[CH:7][CH:6]=1)([CH3:4])([CH3:3])[CH3:2]>C(O)C.[Pd]>[C:1]([C:5]1[CH:10]=[CH:9][C:8]([C:11]2[CH:12]=[CH:13][C:14]([NH2:17])=[CH:15][CH:16]=2)=[CH:7][CH:6]=1)([CH3:4])([CH3:2])[CH3:3]. Reported procedure: To a solution of the 4′-tert-Butyl-4-nitro-biphenyl (1.8 g) in ethanol (20 mL) is added palladium (10%) on carbon (0.15 g). The reaction is charged to 30 psi under a hydrogen atmosphere and allowed to stir for 4 h. The mixture is then filtered through a pad of Celite®. The solution is concentrated and purified by reverse phase HPLC using 0.1% TFA in water and acetonitrile to afford 1.6 g of the titled compound as a white solid. 1H-NMR. Starting materials: COc1ccc(-c2cc(C(F)(F)F)nn2-c2ccc(CN)cc2)cc1, CCO, Cl, N#CO[Na], O. Yields the product COc1ccc(-c2cc(C(F)(F)F)nn2-c2ccc(CNC(N)=O)cc2)cc1. RXN SMILES: [CH3:2][O:3][c:4]1[cH:5][cH:6][c:7](-[c:10]2[cH:11][c:12]([C:23]([F:24])([F:25])[F:26])[n:13][n:14]2-[c:15]2[cH:16][cH:17][c:18]([CH2:19][NH2:20])[cH:21][cH:22]2)[cH:8][cH:9]1.[CH3:32][CH2:33][OH:34].[ClH:1].[Na:27][O:28][C:29]#[N:30].[OH2:31]>>[CH3:2][O:3][c:4]1[cH:5][cH:6][c:7](-[c:10]2[cH:11][c:12]([C:23]([F:24])([F:25])[F:26])[n:13][n:14]2-[c:15]2[cH:16][cH:17][c:18]([CH2:19][NH:20][C:29](=[O:28])[NH2:30])[cH:21][cH:22]2)[cH:8][cH:9]1. Starting materials: ice, CC=1C=C(C=C([N+]1[O-])C1=NC(=CC=C1)C)[N+](=O)[O-] (6,6'-Dimethyl-4-nitro-2,2'-bipyridine-N-oxide), C(C)(=O)Br (acetyl bromide), [OH-].[Na+] (sodium hydroxide). Run in P(Br)(Br)Br (phosphorus tribromide). Yields the product BrC1=CC(=NC(=C1)C)C1=NC(=CC=C1)C (4-Bromo-6,6'-dimethyl-2,2'-bipyridine). As a reaction SMILES: [CH3:1][C:2]1[CH:3]=[C:4]([N+]([O-])=O)[CH:5]=[C:6]([C:9]2[CH:14]=[CH:13][CH:12]=[C:11]([CH3:15])[N:10]=2)[N+:7]=1[O-].[OH-].[Na+].C([Br:24])(=O)C>P(Br)(Br)Br>[Br:24][C:4]1[CH:3]=[C:2]([CH3:1])[N:7]=[C:6]([C:9]2[CH:14]=[CH:13][CH:12]=[C:11]([CH3:15])[N:10]=2)[CH:5]=1 |f:1.2|. Procedure: 6,6'-Dimethyl-4-nitro-2,2'-bipyridine-N-oxide (0.50 g, 2.0 mmoles) was dissolved in acetyl bromide (10.0 ml) and phosphorus tribromide (2.5 ml). After refluxing for 1.5 hours the mixture was poured into 100 g ice and the solution was neutralized with 30% sodium hydroxide solution. The mixture was extracted with chloroform, the chloroform phase was dried and evaporated. The product was purified by means of flash chromatography. The reactants are FC(CNC(=O)NC=1C=C(C=CC1)C1=CN=C2N1N=CC(=C2)C=2C=NN(C2)C(C(=O)O)C)(F)F (2-(4-{3-[3-({[(2,2,2-trifluoroethyl)amino]carbonyl}amino)phenyl]imidazo[1,2-b]pyridazin-7-yl}-1H-pyrazol-1-yl)propanoic acid), Cl.FC1(CNCC1)F (3,3-difluoropyrrolidine hydrochloride). Yields the product FC1(CN(CC1)C(C(C)N1N=CC(=C1)C1=CC=2N(N=C1)C(=CN2)C=2C=C(C=CC2)NC(=O)NCC(F)(F)F)=O)F (N-[3-(7-{1-[2-(3,3-Difluoropyrrolidin-1-yl)-1-methyl-2-oxoethyl]-1H-pyrazol-4-yl}imidazo[1,2-b]pyridazin-3-yl)phenyl]-N′-(2,2,2-trifluoroethyl)urea). RXN SMILES: [F:1][C:2]([F:34])([F:33])[CH2:3][NH:4][C:5]([NH:7][C:8]1[CH:9]=[C:10]([C:14]2[N:18]3[N:19]=[CH:20][C:21]([C:23]4[CH:24]=[N:25][N:26]([CH:28]([CH3:32])[C:29]([OH:31])=O)[CH:27]=4)=[CH:22][C:17]3=[N:16][CH:15]=2)[CH:11]=[CH:12][CH:13]=1)=[O:6].Cl.[F:36][C:37]1([F:42])[CH2:41][CH2:40][NH:39][CH2:38]1>>[F:36][C:37]1([F:42])[CH2:41][CH2:40][N:39]([C:29](=[O:31])[CH:28]([N:26]2[CH:27]=[C:23]([C:21]3[CH:20]=[N:19][N:18]4[C:14]([C:10]5[CH:9]=[C:8]([NH:7][C:5]([NH:4][CH2:3][C:2]([F:34])([F:33])[F:1])=[O:6])[CH:13]=[CH:12][CH:11]=5)=[CH:15][N:16]=[C:17]4[CH:22]=3)[CH:24]=[N:25]2)[CH3:32])[CH2:38]1 |f:1.2|. Procedure: This compound was prepared by using procedures analogous to those described for the synthesis of Example 54, Step 3 starting from 2-(4-{3-[3-({[(2,2,2-trifluoroethyl)amino]carbonyl}amino)phenyl]imidazo[1,2-b]pyridazin-7-yl}-1H-pyrazol-1-yl)propanoic acid and 3,3-difluoropyrrolidine hydrochloride (Matrix and Cat. No. 008716). LCMS (M+H)+: m/z=563.3.